From a dataset of the Open Reaction Database (ORD), a public repository of structured organic reaction records. describe an organic reaction: reactants, conditions, products, and yield Reactants: [Al+3], CCN(CC)Cc1nc2cc(OC)c(OC)cc2c(-c2ccc(OC)c(OC)c2)c1C(C)=O, [H-], [H-], [H-], [H-], [Li+], C1CCOC1, O. Product: CCN(CC)Cc1nc2cc(OC)c(OC)cc2c(-c2ccc(OC)c(OC)c2)c1C(C)O. As a reaction SMILES: [Al+3:35].[C:1]([CH3:2])(=[O:3])[c:4]1[c:5]([CH2:28][N:29]([CH2:30][CH3:31])[CH2:32][CH3:33])[n:6][c:7]2[cH:8][c:9]([O:26][CH3:27])[c:10]([O:24][CH3:25])[cH:11][c:12]2[c:13]1-[c:14]1[cH:15][c:16]([O:22][CH3:23])[c:17]([O:20][CH3:21])[cH:18][cH:19]1.[H-:34].[H-:37].[H-:38].[H-:39].[Li+:36].[O:41]1[CH2:42][CH2:43][CH2:44][CH2:45]1.[OH2:40]>>[CH:1]([CH3:2])([OH:3])[c:4]1[c:5]([CH2:28][N:29]([CH2:30][CH3:31])[CH2:32][CH3:33])[n:6][c:7]2[cH:8][c:9]([O:26][CH3:27])[c:10]([O:24][CH3:25])[cH:11][c:12]2[c:13]1-[c:14]1[cH:15][c:16]([O:22][CH3:23])[c:17]([O:20][CH3:21])[cH:18][cH:19]1. As a reaction SMILES: [C:1]([CH2:2][CH2:3][CH2:4][CH2:5][CH2:6][CH2:7][CH2:8][CH2:9][CH2:10][CH2:11][CH2:12][CH2:13][CH2:14][CH2:15][CH2:16][CH2:17][CH2:18][CH2:19][CH2:20][CH2:21][C:22](=[O:23])[OH:24])(=[O:25])[OH:26].[CH:40]1([N:41]=[C:42]=[N:43][CH:44]2[CH2:45][CH2:46][CH2:47][CH2:48][CH2:49]2)[CH2:50][CH2:51][CH2:52][CH2:53][CH2:54]1.[O:27]1[CH2:28][CH2:29][CH2:30][CH2:31]1.[O:55]1[CH2:56][CH2:57][CH2:58][CH2:59]1.[OH:32][N:33]1[C:34](=[O:39])[CH2:35][CH2:36][C:37]1=[O:38]>>[C:1]([CH2:2][CH2:3][CH2:4][CH2:5][CH2:6][CH2:7][CH2:8][CH2:9][CH2:10][CH2:11][CH2:12][CH2:13][CH2:14][CH2:15][CH2:16][CH2:17][CH2:18][CH2:19][CH2:20][CH2:21][C:22](=[O:23])[OH:24])(=[O:25])[O:26][N:33]1[C:34](=[O:39])[CH2:35][CH2:36][C:37]1=[O:38]. Reactants: O=C(O)CCCCCCCCCCCCCCCCCCCCC(=O)O, C(=NC1CCCCC1)=NC1CCCCC1, C1CCOC1, C1CCOC1, O=C1CCC(=O)N1O. Product: O=C(O)CCCCCCCCCCCCCCCCCCCCC(=O)ON1C(=O)CCC1=O.